From a dataset of the Open Reaction Database (ORD), a public repository of structured organic reaction records. describe an organic reaction: reactants, conditions, products, and yield Starting materials: C(C1=CC=CC=C1)N1CCC(CC1)N (1-benzyl-4-aminopiperidine), CC1=CC=C(C(=O)Cl)C=C1 (p-methylbenzoyl chloride). The product is C(C1=CC=CC=C1)N1CCC(CC1)NC(C1=CC=C(C=C1)C)=O (1-Benzyl-4-(p-methylbenzamido)piperidine). As a reaction SMILES: [CH2:1]([N:8]1[CH2:13][CH2:12][CH:11]([NH2:14])[CH2:10][CH2:9]1)[C:2]1[CH:7]=[CH:6][CH:5]=[CH:4][CH:3]=1.[CH3:15][C:16]1[CH:24]=[CH:23][C:19]([C:20](Cl)=[O:21])=[CH:18][CH:17]=1>>[CH2:1]([N:8]1[CH2:13][CH2:12][CH:11]([NH:14][C:20](=[O:21])[C:19]2[CH:23]=[CH:24][C:16]([CH3:15])=[CH:17][CH:18]=2)[CH2:10][CH2:9]1)[C:2]1[CH:3]=[CH:4][CH:5]=[CH:6][CH:7]=1. Procedure: The 1-benzyl-4-aminopiperidine prepared in Example 30 was treated with p-methylbenzoyl chloride in a similar manner to that described in the same example and the product converted to a salt.